Dataset: the Open Reaction Database (ORD), a public repository of structured organic reaction records. Task: describe an organic reaction: reactants, conditions, products, and yield As a reaction SMILES: [CH3:1][O:2][c:3]1[cH:4][cH:5][c:6]2[c:15]([cH:16]1)[C:14]13[CH:9]([CH:8]([CH2:7]2)[NH:19][CH2:18][CH2:17]1)[CH2:10][CH2:11][O:12][CH2:13]3.[CH3:20][CH2:21][S-:22].[CH3:24][N:25]([CH3:26])[CH:27]=[O:28].[Na+:23]>>[OH:2][c:3]1[cH:4][cH:5][c:6]2[c:15]([cH:16]1)[C:14]13[CH:9]([CH:8]([CH2:7]2)[NH:19][CH2:18][CH2:17]1)[CH2:10][CH2:11][O:12][CH2:13]3. Starting materials: COc1ccc2c(c1)C13CCNC(C2)C1CCOC3, CC[S-], CN(C)C=O, [Na+]. Product: Oc1ccc2c(c1)C13CCNC(C2)C1CCOC3. Starting materials: C1=C(C=CC=2CCCCC12)N (5,6,7,8-tetrahydro-naphthalen-2-ylamine), FC(C1=CC=C(C=N1)CC#N)(F)F ((6-trifluoromethyl-pyridin-3-yl)-acetonitrile). The reagents and catalysts are [Pd] (Pd/C). The solvent is CO (MeOH). Conditions: temperature 80 celsius, time 1.5 hour. The product is C1=C(C=CC=2CCCCC12)NCCC=1C=NC(=CC1)C(F)(F)F ((5,6,7,8-Tetrahydro-naphthalen-2-yl)-[2-(6-trifluoromethyl-pyridin-3-yl)-ethyl]-amine). Yield: 68.0%. RXN SMILES: [CH:1]1[C:10]2[CH2:9][CH2:8][CH2:7][CH2:6][C:5]=2[CH:4]=[CH:3][C:2]=1[NH2:11].[F:12][C:13]([F:24])([F:23])[C:14]1[N:19]=[CH:18][C:17]([CH2:20][C:21]#N)=[CH:16][CH:15]=1>CO.[Pd]>[CH:1]1[C:10]2[CH2:9][CH2:8][CH2:7][CH2:6][C:5]=2[CH:4]=[CH:3][C:2]=1[NH:11][CH2:21][CH2:20][C:17]1[CH:18]=[N:19][C:14]([C:13]([F:24])([F:12])[F:23])=[CH:15][CH:16]=1. Procedure: A solution of 5,6,7,8-tetrahydro-naphthalen-2-ylamine (1.132 g, 6.08 mmol, commercially available) and (6-trifluoromethyl-pyridin-3-yl)-acetonitrile (distilled 166-175° C./2 mb, 0.985 g, 6.69 mmol, prepared as per example 1, step 1) in MeOH (10 mL) was treated with HCO2NH4 (2.301 g, 36.5 mmol) and 10% Pd/C (250 mg) and stirred at 80° C. for 1.5 h. Filtration, concentration and purification by chromatography (SiO2, heptane:ethyl acetate=95:5 to 60:40) afforded the title compound (1.333 g, 68%) as... Reactants: C(C)[C@@H]1CC(N1C1=CC=C(C=C1)C(F)(F)F)=O ((R)-4-ethyl-1-[4-(trifluoromethyl)phenyl]-2-azetidinone), C[O-].[Na+].CO (sodium methoxide methanol). Run in CO (methanol). Product: FC(C1=CC=C(C=C1)N[C@@H](CC(=O)OC)CC)(F)F (methyl (R)-3-[4-(trifluoromethyl)phenylamino]-pentanoate). Reported procedure: 420 mg (1.73 mmol) of (R)-4-ethyl-1-[4-(trifluoromethyl)phenyl]-2-azetidinone produced in Example 6 was dissolved in methanol (7.0 mL) and further mixed with 668 mg (3.46 mmol) of 28 wt % sodium methoxide/methanol solution at room temperature. After stirring at the same temperature for further 1 hour, the solvent was removed by distillation under reduced pressure and 1 N hydrochloric acid (5.0 mL) was added and extraction with ethyl acetate was carried out. The organic layer was washed with an a... Reaction conditions: time 1 hour. As a reaction SMILES: [CH2:1]([C@H:3]1[N:6]([C:7]2[CH:12]=[CH:11][C:10]([C:13]([F:16])([F:15])[F:14])=[CH:9][CH:8]=2)C(=O)[CH2:4]1)[CH3:2].[CH3:18][O-:19].[Na+].[CH3:21][OH:22]>CO>[F:14][C:13]([F:15])([F:16])[C:10]1[CH:9]=[CH:8][C:7]([NH:6][C@H:3]([CH2:1][CH3:2])[CH2:4][C:18]([O:22][CH3:21])=[O:19])=[CH:12][CH:11]=1 |f:1.2.3|. The reactants are CCCC(C(=O)OC)c1c(C)nc2cc(C(C)(C)C)nn2c1-c1ccc2cc[nH]c2c1, CO, [Na+], [OH-]. Reaction SMILES: [C:1]([CH3:2])([CH3:3])([CH3:4])[c:5]1[n:6][n:7]2[c:8]([n:9][c:10]([CH3:30])[c:11]([CH:22]([C:23](=[O:24])[O:25][CH3:26])[CH2:27][CH2:28][CH3:29])[c:12]2-[c:13]2[cH:14][cH:15][c:16]3[cH:17][cH:18][nH:19][c:20]3[cH:21]2)[cH:31]1.[CH3:34][OH:35].[Na+:33].[OH-:32]>>[C:1]([CH3:2])([CH3:3])([CH3:4])[c:5]1[n:6][n:7]2[c:8]([n:9][c:10]([CH3:30])[c:11]([CH:22]([C:23](=[O:24])[OH:25])[CH2:27][CH2:28][CH3:29])[c:12]2-[c:13]2[cH:14][cH:15][c:16]3[cH:17][cH:18][nH:19][c:20]3[cH:21]2)[cH:31]1. The product is CCCC(C(=O)O)c1c(C)nc2cc(C(C)(C)C)nn2c1-c1ccc2cc[nH]c2c1.